From a dataset of the Open Reaction Database (ORD), a public repository of structured organic reaction records. describe an organic reaction: reactants, conditions, products, and yield Reactants: Cl (hydrochloric acid), COC(=O)C=1C=CC=C2C=CNC12 (indole-7-carboxylic acid methyl ester), [B-][N+](C)(C)C (borane-trimethylamine complex), Cl (hydrochloric acid), [OH-].[Na+] (sodium hydroxide). Run in O (water), CCOCC (ether), O1CCOCC1 (dioxane). The product is COC(=O)C=1C=CC=C2CCNC12 (2,3-dihydroindole-7-carboxylic acid methyl ester). Isolated yield 71.2%. Reaction SMILES: [CH3:1][O:2][C:3]([C:5]1[CH:6]=[CH:7][CH:8]=[C:9]2[C:13]=1[NH:12][CH:11]=[CH:10]2)=[O:4].[B-][N+](C)(C)C.Cl.[OH-].[Na+]>O1CCOCC1.CCOCC.O>[CH3:1][O:2][C:3]([C:5]1[CH:6]=[CH:7][CH:8]=[C:9]2[C:13]=1[NH:12][CH2:11][CH2:10]2)=[O:4] |f:3.4|. Reported procedure: 1.75 g of indole-7-carboxylic acid methyl ester and 2.92 g of borane-trimethylamine complex are dissolved in 10 ml of dioxane. To the resulting solution, 2 ml of concentrated hydrochloric acid are added. The reaction solution is heated under reflux for 30 minutes, and then cooled to room temperature. 10 ml of 6N hydrochloric acid are added to the reaction solution, which is then refluxed under heating for 15 minutes, and thereafter cooled to room temperature. The reaction solution is poured into... Reactants: C=Cc1ccc(C(C)(C)C)cc1Br, Cn1ccnc1, Cc1ccccc1, CCOC(=O)C=[N+]=[N-]. The product is CCOC(=O)C1CC1c1ccc(C(C)(C)C)cc1Br. RXN SMILES: [Br:1][c:2]1[c:3]([CH:12]=[CH2:13])[cH:4][cH:5][c:6]([C:8]([CH3:9])([CH3:10])[CH3:11])[cH:7]1.[CH3:14][n:15]1[cH:16][cH:17][n:18][cH:19]1.[CH3:28][c:29]1[cH:30][cH:31][cH:32][cH:33][cH:34]1.[N+:20](=[N-:21])=[CH:22][C:23](=[O:24])[O:25][CH2:26][CH3:27]>>[Br:1][c:2]1[c:3]([CH:12]2[CH2:13][CH:22]2[C:23](=[O:24])[O:25][CH2:26][CH3:27])[cH:4][cH:5][c:6]([C:8]([CH3:9])([CH3:10])[CH3:11])[cH:7]1.